From a dataset of the Open Reaction Database (ORD), a public repository of structured organic reaction records. describe an organic reaction: reactants, conditions, products, and yield The reactants are ON1[C@@H]2CC[C@H](N(C1=O)C2)C(=O)OCC2CCN(CC2)C(=O)OC(C)(C)C ([1-(tert-butoxycarbonyl)piperidin-4-yl]methyl(2S,5R)-6-hydroxy-7-oxo-1,6-diazabicyclo[3.2.1]octane-2-carboxylate), S(=O)(=O)=O.N1=CC=CC=C1 (pyridine sulfur trioxide). Solvent: N1=CC=CC=C1 (pyridine). Conditions: time 8 hour. Yields the product O=C1N([C@@H]2CC[C@H](N1C2)C(=O)OCC2CCN(CC2)C(=O)OC(C)(C)C)OS(=O)(=O)O ([1-(tert-butoxycarbonyl)piperidin-4-yl]methyl(2S,5R)-7-oxo-6-(sulfooxy)-1,6-diazabicyclo[3.2.1]octane-2-carboxylate). RXN SMILES: [OH:1][N:2]1[C:8](=[O:9])[N:7]2[CH2:10][C@H:3]1[CH2:4][CH2:5][C@H:6]2[C:11]([O:13][CH2:14][CH:15]1[CH2:20][CH2:19][N:18]([C:21]([O:23][C:24]([CH3:27])([CH3:26])[CH3:25])=[O:22])[CH2:17][CH2:16]1)=[O:12].[S:28](=[O:31])(=[O:30])=[O:29].N1C=CC=CC=1>N1C=CC=CC=1>[O:9]=[C:8]1[N:7]2[CH2:10][C@@H:3]([CH2:4][CH2:5][C@H:6]2[C:11]([O:13][CH2:14][CH:15]2[CH2:20][CH2:19][N:18]([C:21]([O:23][C:24]([CH3:27])([CH3:26])[CH3:25])=[O:22])[CH2:17][CH2:16]2)=[O:12])[N:2]1[O:1][S:28]([OH:31])(=[O:30])=[O:29] |f:1.2|. Procedure details: To a solution of the product of Step 2 (50 mg, 0.13 mmol) in dry pyridine (1 mL) was added pyridine sulfur trioxide (104 mg, 0.652 mmol) at room temperature under nitrogen. The reaction mixture was stirred overnight then filtered (collected solid was washed well with dichloromethane). The filtrate was concentrated under vacuum to afford the title compound which was used without purification in the next step. The reactants are C[Al](C)C, Cc1ccccc1, COCCNCCOC, CCOC(=O)C1=Cc2ccc(C(F)(F)C(F)(F)F)cc2N=C(N)C1. As a reaction SMILES: [CH3:1][Al:2]([CH3:3])[CH3:4].[CH3:38][c:39]1[cH:40][cH:41][cH:42][cH:43][cH:44]1.[CH3:5][O:6][CH2:7][CH2:8][NH:9][CH2:10][CH2:11][O:12][CH3:13].[NH2:14][C:15]1=[N:21][c:20]2[c:19]([cH:25][cH:24][c:23]([C:26]([C:27]([F:28])([F:29])[F:30])([F:31])[F:32])[cH:22]2)[CH:18]=[C:17]([C:33](=[O:34])[O:35][CH2:36][CH3:37])[CH2:16]1>>[CH3:5][O:6][CH2:7][CH2:8][N:9]([CH2:10][CH2:11][O:12][CH3:13])[C:33]([C:17]1=[CH:18][c:19]2[c:20]([cH:22][c:23]([C:26]([C:27]([F:28])([F:29])[F:30])([F:31])[F:32])[cH:24][cH:25]2)[N:21]=[C:15]([NH2:14])[CH2:16]1)=[O:34]. Yields the product COCCN(CCOC)C(=O)C1=Cc2ccc(C(F)(F)C(F)(F)F)cc2N=C(N)C1.